From a dataset of the Open Reaction Database (ORD), a public repository of structured organic reaction records. describe an organic reaction: reactants, conditions, products, and yield Reactants: C1(CCCCC1)NC(=O)NNC(=S)NCCCOC1=CC(=CC=C1)CN1CCCCC1 (N-cyclohexyl-2-[[3-[3-(1-piperidinylmethyl)phenoxy]propyl]aminothioxomethyl]-hydrazine carboxamide), P(=O)(Cl)(Cl)Cl (phosphorus oxychloride). Product: C1(CCCCC1)NC=1SC(=NN1)NCCCOC1=CC(=CC=C1)CN1CCCCC1 (N-Cyclohexyl-N'-[3-[3-(1-piperidinylmethyl)phenoxy]propyl]1,3,4-thiadiazole-2,5-diamine). As a reaction SMILES: [CH:1]1([NH:7][C:8]([NH:10][NH:11][C:12]([NH:14][CH2:15][CH2:16][CH2:17][O:18][C:19]2[CH:24]=[CH:23][CH:22]=[C:21]([CH2:25][N:26]3[CH2:31][CH2:30][CH2:29][CH2:28][CH2:27]3)[CH:20]=2)=[S:13])=O)[CH2:6][CH2:5][CH2:4][CH2:3][CH2:2]1.P(Cl)(Cl)(Cl)=O>>[CH:1]1([NH:7][C:8]2[S:13][C:12]([NH:14][CH2:15][CH2:16][CH2:17][O:18][C:19]3[CH:24]=[CH:23][CH:22]=[C:21]([CH2:25][N:26]4[CH2:31][CH2:30][CH2:29][CH2:28][CH2:27]4)[CH:20]=3)=[N:11][N:10]=2)[CH2:6][CH2:5][CH2:4][CH2:3][CH2:2]1. Procedure details: The compound is prepared by a method analogous to that of Example 40 from N-cyclohexyl-2-[[3-[3-(1-piperidinylmethyl)phenoxy]propyl]aminothioxomethyl]-hydrazine carboxamide and phosphorus oxychloride. The analytical values are summarized in Table III. The reactants are O=C(O)C(F)(F)F, FC(F)(F)c1nnc(N2CCNCC2)s1, O=C(O)c1cc([N+](=O)[O-])ccc1N1CCOCC1. Yields the product O=C(c1cc([N+](=O)[O-])ccc1N1CCOCC1)N1CCN(c2nnc(C(F)(F)F)s2)CC1. As a reaction SMILES: [F:19][C:20]([F:21])([F:22])[C:23]([OH:24])=[O:25].[F:26][C:27]([c:28]1[n:29][n:30][c:31]([N:33]2[CH2:34][CH2:35][NH:36][CH2:37][CH2:38]2)[s:32]1)([F:39])[F:40].[O:1]1[CH2:2][CH2:3][N:4]([c:7]2[c:8]([C:9](=[O:10])[OH:11])[cH:12][c:13]([N+:16](=[O:17])[O-:18])[cH:14][cH:15]2)[CH2:5][CH2:6]1>>[O:1]1[CH2:2][CH2:3][N:4]([c:7]2[c:8]([C:9](=[O:11])[N:36]3[CH2:35][CH2:34][N:33]([c:31]4[n:30][n:29][c:28]([C:27]([F:26])([F:39])[F:40])[s:32]4)[CH2:38][CH2:37]3)[cH:12][c:13]([N+:16](=[O:17])[O-:18])[cH:14][cH:15]2)[CH2:5][CH2:6]1. Starting materials: ClC1=C(C=C[N+](=O)[O-])C=CC=C1 (o-chloro-β-nitrostyrene), CN(C([S-])=S)C.C[NH2+]C (dimethylammonium dimethyldithiocarbamate). Run in C(=S)=S (carbon disulfide). Product: CN(C(SC(C1=C(C=CC=C1)Cl)C[N+](=O)[O-])=S)C (o-chloro-α-(nitromethyl)benzyl dimethyldithiocarbamate). RXN SMILES: [Cl:1][C:2]1[CH:12]=[CH:11][CH:10]=[CH:9][C:3]=1[CH:4]=[CH:5][N+:6]([O-:8])=[O:7].[CH3:13][N:14]([CH3:18])[C:15](=[S:17])[S-:16].C[NH2+]C>C(=S)=S>[CH3:13][N:14]([CH3:18])[C:15](=[S:16])[S:17][CH:4]([CH2:5][N+:6]([O-:8])=[O:7])[C:3]1[CH:9]=[CH:10][CH:11]=[CH:12][C:2]=1[Cl:1] |f:1.2|. Procedure details: As in Example 17, reaction of o-chloro-β-nitrostyrene with dimethylammonium dimethyldithiocarbamate in the presence of carbon disulfide gave o-chloro-α-(nitromethyl)benzyl dimethyldithiocarbamate melting at 102° C.-103.5° C. when recrystallized without heating from acetone-methanol solution.